Dataset: the Open Reaction Database (ORD), a public repository of structured organic reaction records. Task: describe an organic reaction: reactants, conditions, products, and yield The reactants are Cl (hydrochloric acid), C(C)OC(C1=CC=C(CN(CCN2C(C3=C(C=C2)OC(=C3)C)=O)CC3=CC2=C(N(C(C(C(N2C)=O)(C)C)=O)CC)C=C3)C=C1)OCC (7-({N-(4-diethoxymethylbenzyl)-N-[2-(2-methyl-4-oxo-4H-furo[3,2-c]pyridin-5-yl)ethyl]amino}methyl)-1-ethyl-3,3,5-trimethyl-1,5-dihydro-benzo[b][1,4]diazepine-2,4-dione), [OH-].[Na+] (Sodium hydroxide). The solvent is C1CCOC1 (THF). Run at time 1 hour. Yields the product C(C)N1C2=C(N(C(C(C1=O)(C)C)=O)C)C=C(C=C2)CN(CCN2C(C1=C(C=C2)OC(=C1)C)=O)CC1=CC=C(C=O)C=C1 (4-({N-(1-Ethyl-3,3,5-trimethyl-2,4-dioxo-2,3,4,5-tetrahydro-1H-benzo[b][1,4]diazepin-7-ylmethyl)-N-[2-(2-methyl-4-oxo-4H-furo[3,2-c]pyridin-5-yl)ethyl]amino}methyl)benzaldehyde). Yield: 76.1%. Reaction SMILES: Cl.C([O:4][CH:5](OCC)[C:6]1[CH:45]=[CH:44][C:9]([CH2:10][N:11]([CH2:25][C:26]2[CH:43]=[CH:42][C:29]3[N:30]([CH2:40][CH3:41])[C:31](=[O:39])[C:32]([CH3:38])([CH3:37])[C:33](=[O:36])[N:34]([CH3:35])[C:28]=3[CH:27]=2)[CH2:12][CH2:13][N:14]2[CH:19]=[CH:18][C:17]3[O:20][C:21]([CH3:23])=[CH:22][C:16]=3[C:15]2=[O:24])=[CH:8][CH:7]=1)C.[OH-].[Na+]>C1COCC1>[CH2:40]([N:30]1[C:31](=[O:39])[C:32]([CH3:38])([CH3:37])[C:33](=[O:36])[N:34]([CH3:35])[C:28]2[CH:27]=[C:26]([CH2:25][N:11]([CH2:10][C:9]3[CH:44]=[CH:45][C:6]([CH:5]=[O:4])=[CH:7][CH:8]=3)[CH2:12][CH2:13][N:14]3[CH:19]=[CH:18][C:17]4[O:20][C:21]([CH3:23])=[CH:22][C:16]=4[C:15]3=[O:24])[CH:43]=[CH:42][C:29]1=2)[CH3:41] |f:2.3|. Procedure: A 2N-hydrochloric acid (5 ml) was added to an THF solution (5 ml) of 7-({N-(4-diethoxymethylbenzyl)-N-[2-(2-methyl-4-oxo-4H-furo[3,2-c]pyridin-5-yl)ethyl]amino}methyl)-1-ethyl-3,3,5-trimethyl-1,5-dihydro-benzo[b][1,4]diazepine-2,4-dione (0.52 g), and the mixture was stirred at room temperature for 1 hour. 2N-Sodium hydroxide solution(5 ml) was added to the reaction mixture, followed by extraction using ethyl acetate. The organic layer was dried with sodium sulfate, and was condensed under reduce... The reactants are FCCCBr, CC(C)(C)OC(=O)NCc1ccc(Br)cc1, [H-], [Na+], CN(C)C=O. Yields the product CC(C)(C)OC(=O)N(CCCF)Cc1ccc(Br)cc1. Reaction SMILES: [Br:19][CH2:20][CH2:21][CH2:22][F:23].[C:1]([CH3:2])([CH3:3])([CH3:4])[O:5][C:6]([NH:7][CH2:8][c:9]1[cH:10][cH:11][c:12]([Br:15])[cH:13][cH:14]1)=[O:16].[H-:17].[Na+:18].[O:24]=[CH:25][N:26]([CH3:27])[CH3:28]>>[C:1]([CH3:2])([CH3:3])([CH3:4])[O:5][C:6]([N:7]([CH2:8][c:9]1[cH:10][cH:11][c:12]([Br:15])[cH:13][cH:14]1)[CH2:20][CH2:21][CH2:22][F:23])=[O:16]. Reactants: [OH-].[Na+] (sodium hydroxide), ClC1=CC=C(C=C1)C1=NN(C(C2=CC=CC=C12)=O)CC1=CC=C(C=C1)C(C(=O)NCC1=CC=C(C=C1)C(=O)OC)C1CCCC1 (Methyl 4-({[(4-{[4-(4-chlorophenyl)-1-oxophthalazin-2(1H)-yl]methyl}phenyl)(cyclo-pentyl)acetyl]amino}methyl)benzenecarboxylate), Cl (hydrochloric acid). Solvent: O1CCOCC1.O (dioxane water). Run at time 8 hour. Product: ClC1=CC=C(C=C1)C1=NN(C(C2=CC=CC=C12)=O)CC1=CC=C(C=C1)C(C(=O)NCC1=CC=C(C=C1)C(=O)O)C1CCCC1 (4-({[(4-{[4-(4-Chlorophenyl)-1-oxophthalazin-2(1H)-yl]methyl}phenyl)(cyclopentyl)acetyl]-amino}methyl)benzenecarboxylic acid). Reaction SMILES: [Cl:1][C:2]1[CH:7]=[CH:6][C:5]([C:8]2[C:17]3[C:12](=[CH:13][CH:14]=[CH:15][CH:16]=3)[C:11](=[O:18])[N:10]([CH2:19][C:20]3[CH:25]=[CH:24][C:23]([CH:26]([CH:41]4[CH2:45][CH2:44][CH2:43][CH2:42]4)[C:27]([NH:29][CH2:30][C:31]4[CH:36]=[CH:35][C:34]([C:37]([O:39]C)=[O:38])=[CH:33][CH:32]=4)=[O:28])=[CH:22][CH:21]=3)[N:9]=2)=[CH:4][CH:3]=1.[OH-].[Na+].Cl>O1CCOCC1.O>[Cl:1][C:2]1[CH:3]=[CH:4][C:5]([C:8]2[C:17]3[C:12](=[CH:13][CH:14]=[CH:15][CH:16]=3)[C:11](=[O:18])[N:10]([CH2:19][C:20]3[CH:25]=[CH:24][C:23]([CH:26]([CH:41]4[CH2:45][CH2:44][CH2:43][CH2:42]4)[C:27]([NH:29][CH2:30][C:31]4[CH:32]=[CH:33][C:34]([C:37]([OH:39])=[O:38])=[CH:35][CH:36]=4)=[O:28])=[CH:22][CH:21]=3)[N:9]=2)=[CH:6][CH:7]=1 |f:1.2,4.5|. Procedure: 270 mg (0.435 mmol) of methyl 4-({[(4-{[4-(4-chlorophenyl)-1-oxophthalazin-2(1H)-yl]methyl}phenyl)(cyclopentyl)acetyl]amino}methyl)benzenecarboxylate (Example 112A) were dissolved in 10 ml of dioxane/water (3:1 v/v), and 0.652 ml (0.652 mmol) of 1 N aqueous sodium hydroxide solution was added. The mixture was stirred at room temperature overnight. The reaction mixture was then acidified with 1 N hydrochloric acid and extracted repeatedly with ethyl acetate. The combined organic phases were dried... Reaction SMILES: [OH:1][N:2]=[CH:3][C:4]1[CH:5]=[C:6]([CH:11]=[C:12]([N+:14]([O-])=O)[CH:13]=1)[C:7]([O:9][CH3:10])=[O:8]>C(O)C.[Pt]=O>[NH2:14][C:12]1[CH:11]=[C:6]([CH:5]=[C:4]([CH:3]=[N:2][OH:1])[CH:13]=1)[C:7]([O:9][CH3:10])=[O:8]. The reagents and catalysts are [Pt]=O (platinum oxide). Procedure: A mixture of methyl 3-[(N-hydroxylimino)methyl]-5-nitrobenzoate (2.0 g, 0.009 mol) in ethanol (150 mL) was hydrogenated in the presence of platinum oxide (0.25 g) at 30 psi for 0.5 h. The catalyst was removed by filtration through Celite and the filtrate was concentrated. The residue was recrystallized from ethyl acetate-hexane to give 1.1 g (64%) of methyl 3-amino-5-[(N-hydroxylimino)methyl]benzoate as an off-white solid, mp 160°-162° C. Starting materials: ON=CC=1C=C(C(=O)OC)C=C(C1)[N+](=O)[O-] (methyl 3-[(N-hydroxylimino)methyl]-5-nitrobenzoate). Yield: 62.9%. Solvent: C(C)O (ethanol). Yields the product NC=1C=C(C(=O)OC)C=C(C1)C=NO (methyl 3-amino-5-[(N-hydroxylimino)methyl]benzoate). The reactants are CCC(C(=O)[O-])C1CN=C(c2cc3cc(Oc4ccc(S(C)(=O)=O)nc4)cc(C)c3[nH]2)S1, CO, [K+], C1CCOC1, [OH-]. The product is Cc1cc(Oc2ccc(S(C)(=O)=O)nc2)cc2cc(C3=NCC(CC(=O)O)S3)[nH]c12. As a reaction SMILES: [CH2:1]([CH3:2])[CH:3]([C:4](=[O:5])[O-:6])[CH:7]1[CH2:8][N:9]=[C:10]([c:12]2[nH:13][c:14]3[c:15]([CH3:32])[cH:16][c:17]([O:21][c:22]4[cH:23][n:24][c:25]([S:28](=[O:29])(=[O:30])[CH3:31])[cH:26][cH:27]4)[cH:18][c:19]3[cH:20]2)[S:11]1.[CH3:33][OH:34].[K+:36].[O:37]1[CH2:38][CH2:39][CH2:40][CH2:41]1.[OH-:35]>>[CH2:3]([C:4](=[O:5])[OH:6])[CH:7]1[CH2:8][N:9]=[C:10]([c:12]2[nH:13][c:14]3[c:15]([CH3:32])[cH:16][c:17]([O:21][c:22]4[cH:23][n:24][c:25]([S:28](=[O:29])(=[O:30])[CH3:31])[cH:26][cH:27]4)[cH:18][c:19]3[cH:20]2)[S:11]1. Starting materials: [Cl-].C(CC)[Si@@H]1CC[C@H](CC1)C1=CC=C(C=C1)CC[Zn+] (4-(trans-4-n-propyl-4-silacyclohexyl) phenylethyl zinc chloride), FC1=CC=CC(=C1F)OCCI (2,3-difluoro-4-iodoethoxybenzene). Reagents/catalysts: [Pd].C1(=CC=CC=C1)P(C1=CC=CC=C1)C1=CC=CC=C1.C1(=CC=CC=C1)P(C1=CC=CC=C1)C1=CC=CC=C1.C1(=CC=CC=C1)P(C1=CC=CC=C1)C1=CC=CC=C1.C1(=CC=CC=C1)P(C1=CC=CC=C1)C1=CC=CC=C1 (tetrakis (triphenylphosphine) palladium (0)). The solvent is O1CCCC1 (tetrahydrofuran), O1CCCC1 (tetrahydrofuran). The product is C(CC)[Si@@H]1CC[C@H](CC1)C1=CC=C(C=C1)C#CC1=C(C(=C(C=C1)OCC)F)F (4-(trans-4-n-propyl-4-silacyclohexyl) -4'-ethoxy-2',3'-difluorotolane). Isolated yield 88.0%. As a reaction SMILES: [Cl-].[CH2:2]([Si@H:5]1[CH2:10][CH2:9][C@H:8]([C:11]2[CH:16]=[CH:15][C:14]([CH2:17][CH2:18][Zn+])=[CH:13][CH:12]=2)[CH2:7][CH2:6]1)[CH2:3][CH3:4].[F:20][C:21]1[C:26]([F:27])=[C:25]([O:28][CH2:29][CH2:30]I)[CH:24]=[CH:23][CH:22]=1>[Pd].C1(P(C2C=CC=CC=2)C2C=CC=CC=2)C=CC=CC=1.C1(P(C2C=CC=CC=2)C2C=CC=CC=2)C=CC=CC=1.C1(P(C2C=CC=CC=2)C2C=CC=CC=2)C=CC=CC=1.C1(P(C2C=CC=CC=2)C2C=CC=CC=2)C=CC=CC=1.O1CCCC1>[CH2:2]([Si@H:5]1[CH2:10][CH2:9][C@H:8]([C:11]2[CH:16]=[CH:15][C:14]([C:17]#[C:18][C:22]3[CH:23]=[CH:24][C:25]([O:28][CH2:29][CH3:30])=[C:26]([F:27])[C:21]=3[F:20])=[CH:13][CH:12]=2)[CH2:7][CH2:6]1)[CH2:3][CH3:4] |f:0.1,3.4.5.6.7|. Reported procedure: 10.0 ml (10.0 mmol) of a tetrahydrofuran solution of 1.0M 4-(trans-4-n-propyl-4-silacyclohexyl) phenylethyl zinc chloride was dripped into a mixture of 4.20 g (14.8 mmol) of 2,3-difluoro-4-iodoethoxybenzene, 70 mg of tetrakis (triphenylphosphine) palladium (0) and 15 ml of tetrahydrofuran. The reaction mixture was reacted for 2 hours at 50° C. After a conventional after treatment, purification was conducted by means of silica-gel column chromatography to obtain 3.25 g (yield 88%) of the target p... The reactants are FC1([C@](N=C(OC1)N)(C1=C(C=CC(=C1)[N+](=O)[O-])F)CF)F ((S)-5,5-difluoro-4-fluoromethyl-4-(2-fluoro-5-nitro-phenyl)-5,6-dihydro-4H-[1,3]oxazin-2-ylamine). The reagents and catalysts are [Pd] (palladium). Run in C(C)O (ethanol). Yields the product NC=1C=CC(=C(C1)[C@]1(N=C(OCC1(F)F)N)CF)F ((S)-4-(5-amino-2-fluoro-phenyl)-5,5-difluoro-4-fluoromethyl-5,6-dihydro-4H-[1,3]oxazin-2-ylamine). Isolated yield 108.2%. Reaction SMILES: [F:1][C:2]1([F:21])[CH2:7][O:6][C:5]([NH2:8])=[N:4][C@:3]1([CH2:19][F:20])[C:9]1[CH:14]=[C:13]([N+:15]([O-])=O)[CH:12]=[CH:11][C:10]=1[F:18]>C(O)C.[Pd]>[NH2:15][C:13]1[CH:12]=[CH:11][C:10]([F:18])=[C:9]([C@:3]2([CH2:19][F:20])[C:2]([F:21])([F:1])[CH2:7][O:6][C:5]([NH2:8])=[N:4]2)[CH:14]=1. Reported procedure: A solution of (S)-5,5-difluoro-4-fluoromethyl-4-(2-fluoro-5-nitro-phenyl)-5,6-dihydro-4H-[1,3]oxazin-2-ylamine (intermediate F7.1) (38.2 mg, 120 μmol) in ethanol (2 ml) was hydrogenated at atmospheric pressure using palladium (10% on carbon) (6.4 mg, 6 μmol) as the catalyst during 15 hours at room temperature. The reaction mixture was filtrated over a layer of Dicalite®, which was washed with ethanol (2×10 ml). The combined solutions of ethanol were evaporated at reduced pressure. The (S)-4-(5-a... Starting materials: CCOC(=O)COc1ccc(C=C(C#N)C(=O)NCc2cccnc2)cc1, CO, [Na+], [OH-]. Yields the product N#CC(=Cc1ccc(OCC(=O)[O-])cc1)C(=O)NCc1cccnc1, [Na+]. As a reaction SMILES: [C:1](#[N:2])[C:3](=[CH:4][c:5]1[cH:6][cH:7][c:8]([O:9][CH2:10][C:11](=[O:12])[O:13][CH2:14][CH3:15])[cH:16][cH:17]1)[C:18]([NH:19][CH2:20][c:21]1[cH:22][n:23][cH:24][cH:25][cH:26]1)=[O:27].[CH3:30][OH:31].[Na+:29].[OH-:28]>>[C:1](#[N:2])[C:3](=[CH:4][c:5]1[cH:6][cH:7][c:8]([O:9][CH2:10][C:11](=[O:12])[O-:13])[cH:16][cH:17]1)[C:18]([NH:19][CH2:20][c:21]1[cH:22][n:23][cH:24][cH:25][cH:26]1)=[O:27].[Na+:29]. Starting materials: NC1=NC(=C(C(=N1)C1=CC2=C(OCO2)C=C1)C#N)S(=O)(=O)C (2-amino-4-benzo[1,3]dioxol-5-yl-6-methanesulfonyl-pyrimidine-5-carbonitrile), NCCC1=CC=C(C=C1)O (tyramine). The solvent is COCCOC (DME). The product is NC1=NC(=C(C(=N1)C1=CC2=C(OCO2)C=C1)C#N)NCCC1=CC=C(C=C1)O (2-Amino-4-benzo[1,3]dioxol-5-yl-6-[2-(4-hydroxy-phenyl)-ethylamino]-pyrimidine-5-carbonitrile). As a reaction SMILES: [NH2:1][C:2]1[N:7]=[C:6]([C:8]2[CH:16]=[CH:15][C:11]3[O:12][CH2:13][O:14][C:10]=3[CH:9]=2)[C:5]([C:17]#[N:18])=[C:4](S(C)(=O)=O)[N:3]=1.[NH2:23][CH2:24][CH2:25][C:26]1[CH:31]=[CH:30][C:29]([OH:32])=[CH:28][CH:27]=1>COCCOC>[NH2:1][C:2]1[N:7]=[C:6]([C:8]2[CH:16]=[CH:15][C:11]3[O:12][CH2:13][O:14][C:10]=3[CH:9]=2)[C:5]([C:17]#[N:18])=[C:4]([NH:23][CH2:24][CH2:25][C:26]2[CH:31]=[CH:30][C:29]([OH:32])=[CH:28][CH:27]=2)[N:3]=1. Procedure details: From 2-amino-4-benzo[1,3]dioxol-5-yl-6-methanesulfonyl-pyrimidine-5-carbonitrile and tyramine in DME. ES-MS m/e (%): 376 (M+H+, 100). Starting materials: C(=O)(O)[O-].[Na+] (NaHCO3), BrCC1=C(C=C(C(=O)OC)C=C1)OC (methyl 4-(bromomethyl)-3-methoxybenzoate), N1N=CC=C1 (1H-pyrazole), C(=O)([O-])[O-].[K+].[K+] (K2CO3). Run in CN(C)C=O (DMF). Conditions: time 3.5 hour. Product: N1(N=CC=C1)CC1=C(C=C(C(=O)OC)C=C1)OC (Methyl 4-((1H-pyrazol-1-yl)methyl)-3-methoxybenzoate). RXN SMILES: Br[CH2:2][C:3]1[CH:12]=[CH:11][C:6]([C:7]([O:9][CH3:10])=[O:8])=[CH:5][C:4]=1[O:13][CH3:14].[NH:15]1[CH:19]=[CH:18][CH:17]=[N:16]1.C([O-])([O-])=O.[K+].[K+].C([O-])(O)=O.[Na+]>CN(C=O)C>[N:15]1([CH2:2][C:3]2[CH:12]=[CH:11][C:6]([C:7]([O:9][CH3:10])=[O:8])=[CH:5][C:4]=2[O:13][CH3:14])[CH:19]=[CH:18][CH:17]=[N:16]1 |f:2.3.4,5.6|. Reported procedure: A suspension of methyl 4-(bromomethyl)-3-methoxybenzoate (400 mg, 1.544 mmol) and 1H-pyrazole (105 mg, 1.544 mmol) and K2CO3 (533 mg, 3.86 mmol) in DMF (5 ml) was stirred for 3.5 h at rt. A saturated solution of NaHCO3 was added and the mixture was extracted with ethyl acetate. The combined organic extracts were dried over Na2SO4, filtered and concentrated under reduced pressure to afford crude Methyl 4-((1H-pyrazol-1-yl)methyl)-3-methoxybenzoate. MS [M+H]+=247.